Task: describe an organic reaction: reactants, conditions, products, and yield. Dataset: the Open Reaction Database (ORD), a public repository of structured organic reaction records The reactants are FC1=CC=C(C(=O)C2=C3C=CC(=CC3=CC=C2OS(=O)(=O)C(F)(F)F)S(=O)(=O)N)C=C1 (5-(4-fluorobenzoyl)-6-trifluoromethylsulfonyloxy-2-naphthalenesulfonamide), [C-]#N.[K+] (potassium cyanide). The reagents and catalysts are C=1C=CC(=CC1)[P](C=2C=CC=CC2)(C=3C=CC=CC3)[Pd]([P](C=4C=CC=CC4)(C=5C=CC=CC5)C=6C=CC=CC6)([P](C=7C=CC=CC7)(C=8C=CC=CC8)C=9C=CC=CC9)[P](C=1C=CC=CC1)(C=1C=CC=CC1)C=1C=CC=CC1 (tetrakis(triphenylphosphine)palladium(0)). Solvent: [Cl-].[Na+].O (brine), O1CCOCC1 (dioxane). Run at time 2 hour. Yields the product FC1=CC=C(C(=O)C2=C3C=CC(=CC3=CC=C2C#N)S(=O)(=O)N)C=C1 (5-(4-fluorobenzoyl)-6-cyano-2-naphthalenesulfonamide). Yield: 59.1%. Reaction SMILES: [F:1][C:2]1[CH:31]=[CH:30][C:5]([C:6]([C:8]2[C:17](OS(C(F)(F)F)(=O)=O)=[CH:16][CH:15]=[C:14]3[C:9]=2[CH:10]=[CH:11][C:12]([S:26]([NH2:29])(=[O:28])=[O:27])=[CH:13]3)=[O:7])=[CH:4][CH:3]=1.[C-:32]#[N:33].[K+]>O1CCOCC1.[Cl-].[Na+].O.C1C=CC([P]([Pd]([P](C2C=CC=CC=2)(C2C=CC=CC=2)C2C=CC=CC=2)([P](C2C=CC=CC=2)(C2C=CC=CC=2)C2C=CC=CC=2)[P](C2C=CC=CC=2)(C2C=CC=CC=2)C2C=CC=CC=2)(C2C=CC=CC=2)C2C=CC=CC=2)=CC=1>[F:1][C:2]1[CH:31]=[CH:30][C:5]([C:6]([C:8]2[C:17]([C:32]#[N:33])=[CH:16][CH:15]=[C:14]3[C:9]=2[CH:10]=[CH:11][C:12]([S:26]([NH2:29])(=[O:27])=[O:28])=[CH:13]3)=[O:7])=[CH:4][CH:3]=1 |f:1.2,4.5.6,^1:47,49,68,87|. Procedure: A mixture of 5-(4-fluorobenzoyl)-6-trifluoromethyl-sulfonyloxy-2-naphthalenesulfonamide (1.0 g, 2.1 mmol) [prepared as described in step 2 above,], potassium cyanide (0.15 mg, 2.3 mmol), and tetrakis(triphenylphosphine)palladium(0) in dioxane (15 ml) was heated at reflux under argon. After 2 h, the reaction mixture was cooled to RT, poured into brine, and the product was extracted into ethyl acetate. The organic layer was dried with sodium sulfate and concentrated in vacuo. The crude product was... Starting materials: CN1CCNCC1 (1-methyl-piperazine), FC1=CC=C(C=C1)[N+](=O)[O-] (1-Fluoro-4-nitro-benzene), C(=O)([O-])[O-].[K+].[K+] (K2CO3). The solvent is CN(C=O)C (N,N-dimethylformamide). Reaction conditions: time 18 hour. Yields the product N1(CCCCC1)CC1=CC=C(C=C1)N (4-Piperidin-1-ylmethyl-phenylamine). Yield: 111.2%. As a reaction SMILES: F[C:2]1[CH:7]=[CH:6][C:5]([N+:8]([O-])=O)=[CH:4][CH:3]=1.[CH3:11][N:12]1[CH2:17][CH2:16]N[CH2:14][CH2:13]1.[C:18]([O-])([O-])=O.[K+].[K+]>CN(C)C=O>[N:12]1([CH2:11][C:2]2[CH:7]=[CH:6][C:5]([NH2:8])=[CH:4][CH:3]=2)[CH2:17][CH2:16][CH2:18][CH2:14][CH2:13]1 |f:2.3.4|. Reported procedure: 1-Fluoro-4-nitro-benzene (1.00 g, 7.09 mmol) is dissolved in N,N-dimethylformamide (20 mL), and to this solution, is added 1-methyl-piperazine (0.944 mL, 8.51 mmol) followed by K2CO3 (1.47 g, 10.6 mmol). After stirring the mixture at room temperature for 18 h, the solvent is removed via high vacuum. The resulting residue is dissolved in EtOAc (100 mL) and washed with H2O (10 mL) and brine (10 mL) and then dried (Na2SO4). The solvent is taken off via high vacuum to afford the product as a solid (...